Dataset: the Open Reaction Database (ORD), a public repository of structured organic reaction records. Task: describe an organic reaction: reactants, conditions, products, and yield Reactants: NC1=C(C(=O)OC)C=C(C(=C1)OCCOC)OC (methyl 2-amino-5-methoxy-4-(2-methoxyethoxyl)benzoate), Cl.C(=N)N (formamidine hydrochloride). Solvent: C(=O)N (formamide). Run at temperature 140 celsius. Yields the product COC=1C=C2C(NC=NC2=CC1OCCOC)=O (6-methoxy-7-(2-methoxyethoxy)quinazolin-4(3H)-one). Yield: 73.6%. Reaction SMILES: [NH2:1][C:2]1[CH:11]=[C:10]([O:12][CH2:13][CH2:14][O:15][CH3:16])[C:9]([O:17][CH3:18])=[CH:8][C:3]=1[C:4](OC)=[O:5].Cl.[CH:20](N)=[NH:21]>C(N)=O>[CH3:18][O:17][C:9]1[CH:8]=[C:3]2[C:2](=[CH:11][C:10]=1[O:12][CH2:13][CH2:14][O:15][CH3:16])[N:1]=[CH:20][NH:21][C:4]2=[O:5] |f:1.2|. Procedure details: According to the procedure described in Example 6A Step 4, a mixture of methyl 2-amino-5-methoxy-4-(2-methoxyethoxyl)benzoate (2.69 g, 10.5 mmol) and formamidine hydrochloride (1.208 g, 15 mmol) in formamide (10 mL) was heated at 140° C. for 8 hours, to afford 6-methoxy-7-(2-methoxyethoxy)quinazolin-4(3H)-one as a white solid (1.935 g, 74%). 1H NMR (300 MHz, DMSO-d6) δ 12.1 (br, 1H), 7.98 (s, 1H), 7.44 (s, 1H), 7.14 (s, 1H), 4.23 (t, 2H), 3.87 (s, 3H), 3.72 (t, 2H), 3.32 (s, 3H); LC-MS (ESI) m/z... Reactants: BrC1=CNC2=CC(=CC=C12)S(=O)(=O)N(C1=NC=NS1)CC1=C(C=C(C=C1)OC)OC (3-bromo-N-(2,4-dimethoxybenzyl)-N-(1,2,4-thiadiazol-5-yl)-1H-indole-6-sulfonamide), ClC1=CC(=C(C=C1)B(O)O)C1=CC=NN1C ((4-chloro-2-(1-methyl-1H-pyrazol-5-yl)phenyl)boronic acid), ClC1=CC(=C(C=C1)B(O)O)C1=CC=NN1C ((4-chloro-2-(1-methyl-1H-pyrazol-5-yl)phenyl)boronic acid), P(=O)([O-])([O-])[O-].[K+].[K+].[K+] (potassium phosphate), Pd(AmPhos)2Cl2. Reaction conditions: temperature 90 celsius. Product: ClC1=CC(=C(C=C1)C1=CNC2=CC(=CC=C12)S(=O)(=O)N(C1=NC=NS1)CC1=C(C=C(C=C1)OC)OC)C1=CC=NN1C (3-(4-chloro-2-(1-methyl-1H-pyrazol-5-yl)phenyl)-N-(2,4-dimethoxybenzyl)-N-(1,2,4-thiadiazol-5-yl)-1H-indole-6-sulfonamide). Isolated yield 72.6%. RXN SMILES: Br[C:2]1[C:10]2[C:5](=[CH:6][C:7]([S:11]([N:14]([CH2:20][C:21]3[CH:26]=[CH:25][C:24]([O:27][CH3:28])=[CH:23][C:22]=3[O:29][CH3:30])[C:15]3[S:19][N:18]=[CH:17][N:16]=3)(=[O:13])=[O:12])=[CH:8][CH:9]=2)[NH:4][CH:3]=1.[Cl:31][C:32]1[CH:37]=[CH:36][C:35](B(O)O)=[C:34]([C:41]2[N:45]([CH3:46])[N:44]=[CH:43][CH:42]=2)[CH:33]=1.P([O-])([O-])([O-])=O.[K+].[K+].[K+]>>[Cl:31][C:32]1[CH:37]=[CH:36][C:35]([C:2]2[C:10]3[C:5](=[CH:6][C:7]([S:11]([N:14]([CH2:20][C:21]4[CH:26]=[CH:25][C:24]([O:27][CH3:28])=[CH:23][C:22]=4[O:29][CH3:30])[C:15]4[S:19][N:18]=[CH:17][N:16]=4)(=[O:13])=[O:12])=[CH:8][CH:9]=3)[NH:4][CH:3]=2)=[C:34]([C:41]2[N:45]([CH3:46])[N:44]=[CH:43][CH:42]=2)[CH:33]=1 |f:2.3.4.5|. Reported procedure: A microwave vial was charged with 3-bromo-N-(2,4-dimethoxybenzyl)-N-(1,2,4-thiadiazol-5-yl)-1H-indole-6-sulfonamide (83.6 mg, 0.164 mmol), (4-chloro-2-(1-methyl-1H-pyrazol-5-yl)phenyl)boronic acid (Intermediate F) (50.4 mg, 0.213 mmol), potassium phosphate (105 mg, 0.492 mmol), and Pd(AmPhos)2Cl2 (5.81 mg, 8.21 μmol). The vial was flushed with Ar, then dioxane (0.6 mL) and water (0.2 mL) were added. The vial was sealed and heated in a microwave reactor for 20 min at 90° C. The mixture was extrac...